Dataset: the Open Reaction Database (ORD), a public repository of structured organic reaction records. Task: describe an organic reaction: reactants, conditions, products, and yield Starting materials: ClC=1C=C2N(C(N1)=O)C[C@@H](N2)C ((S)-7-chloro-2-methyl-2,3-dihydroimidazo[1,2-c]pyrimidin-5(1H)-one), ICC (iodoethane), C(=O)([O-])[O-].[Cs+].[Cs+] (Cs2CO3). Solvent: C(C)#N (acetonitrile). Reaction conditions: temperature 90 celsius, time 1 hour. The product is ClC=1C=C2N(C(N1)=O)C[C@@H](N2CC)C ((S)-7-chloro-1-ethyl-2-methyl-2,3-dihydroimidazo[1,2-c]pyrimidin-5(1H)-one). The yield is 139.2%. Reaction SMILES: [Cl:1][C:2]1[CH:3]=[C:4]2[NH:11][C@@H:10]([CH3:12])[CH2:9][N:5]2[C:6](=[O:8])[N:7]=1.I[CH2:14][CH3:15].C([O-])([O-])=O.[Cs+].[Cs+]>C(#N)C>[Cl:1][C:2]1[CH:3]=[C:4]2[N:11]([CH2:14][CH3:15])[C@@H:10]([CH3:12])[CH2:9][N:5]2[C:6](=[O:8])[N:7]=1 |f:2.3.4|. Procedure: To a solution of (S)-7-chloro-2-methyl-2,3-dihydroimidazo[1,2-c]pyrimidin-5(1H)-one (50.0 mg, 0.269 mmol) and iodoethane (63.0 mg, 0.404 mmol) in acetonitrile (1 ml) was added Cs2CO3 (176 mg, 0.539 mmol). The reaction mixture was stirred at 90° C. for 1 h, filtered and concentrated to give crude product (80 mg) as a brown solid.